Dataset: the Open Reaction Database (ORD), a public repository of structured organic reaction records. Task: describe an organic reaction: reactants, conditions, products, and yield Reactants: Cl, CS(=O)(=O)Nc1c(F)cc(CN)cc1C(F)(F)F, O=C(O)C=Cc1ccc(C(F)(F)F)nc1N1CCOCC1. Yields the product CS(=O)(=O)Nc1c(F)cc(CNC(=O)C=Cc2ccc(C(F)(F)F)nc2N2CCOCC2)cc1C(F)(F)F. Reaction SMILES: [ClH:19].[NH2:1][CH2:2][c:3]1[cH:4][c:5]([F:18])[c:6]([NH:13][S:14](=[O:15])(=[O:16])[CH3:17])[c:7]([C:9]([F:10])([F:11])[F:12])[cH:8]1.[O:20]1[CH2:21][CH2:22][N:23]([c:26]2[n:27][c:28]([C:37]([F:38])([F:39])[F:40])[cH:29][cH:30][c:31]2[CH:32]=[CH:33][C:34](=[O:35])[OH:36])[CH2:24][CH2:25]1>>[NH:1]([CH2:2][c:3]1[cH:4][c:5]([F:18])[c:6]([NH:13][S:14](=[O:15])(=[O:16])[CH3:17])[c:7]([C:9]([F:10])([F:11])[F:12])[cH:8]1)[C:34]([CH:33]=[CH:32][c:31]1[c:26]([N:23]2[CH2:22][CH2:21][O:20][CH2:25][CH2:24]2)[n:27][c:28]([C:37]([F:38])([F:39])[F:40])[cH:29][cH:30]1)=[O:35]. The reactants are O=C(O)c1cccc(Cl)n1, O, OO, O=C(O)C(F)(F)F. Product: O=C(O)c1cccc(Cl)[n+]1[O-]. Reaction SMILES: [Cl:1][c:2]1[cH:3][cH:4][cH:5][c:6]([C:8](=[O:9])[OH:10])[n:7]1.[OH2:13].[OH:11][OH:12].[OH:14][C:15]([C:16]([F:17])([F:18])[F:19])=[O:20]>>[Cl:1][c:2]1[cH:3][cH:4][cH:5][c:6]([C:8](=[O:9])[OH:10])[n+:7]1[O-:11]. Run at time 1 hour. Product: OC1=CC=C(C=C1)C1=CC=C(C=C1)CC(=O)OC (methyl (4′-hydroxy-1,1′-biphenyl-4-yl)acetate). RXN SMILES: B(Cl)(Cl)Cl.C[O:6][C:7]1[CH:12]=[CH:11][C:10]([C:13]2[CH:18]=[CH:17][C:16]([CH2:19][C:20]([O:22][CH3:23])=[O:21])=[CH:15][CH:14]=2)=[CH:9][CH:8]=1>[I-].C([N+](CCCC)(CCCC)CCCC)CCC.C(Cl)Cl>[OH:6][C:7]1[CH:8]=[CH:9][C:10]([C:13]2[CH:18]=[CH:17][C:16]([CH2:19][C:20]([O:22][CH3:23])=[O:21])=[CH:15][CH:14]=2)=[CH:11][CH:12]=1 |f:2.3|. Run in C(Cl)Cl (methylene chloride). Procedure: After boron trichloride (1.0N methylene chloride solution 2.0 ml, 2.0 mmol) was added to a solution of methyl (4′-methoxy-1,1′-biphenyl-4-yl)acetate (210 mg, 0.82 mmol) obtained in Example (6-1) and tetra-n-butyl ammonium iodide (393 mg, 1.1 mmol) in methylene chloride (5 ml) at −78° C., the temperature of the mixture was raised to room temperature and then the mixture was stirred for 1 hour. After ice was added to the reaction mixture and the mixture was extracted with ethyl acetate, the organi... Starting materials: B(Cl)(Cl)Cl (boron trichloride), COC1=CC=C(C=C1)C1=CC=C(C=C1)CC(=O)OC (methyl (4′-methoxy-1,1′-biphenyl-4-yl)acetate). Isolated yield 78.0%. Reagents/catalysts: [I-].C(CCC)[N+](CCCC)(CCCC)CCCC (tetra-n-butyl ammonium iodide). Reactants: Cl (hydrochloric acid), C[O-].[Na+] (sodium methoxide), ClC1=C(C=CC(=C1)Cl)[N+](=O)[O-] (2,4-dichloronitrobenzene), C(#N)CC(=O)OC (methyl cyanoacetate). Solvent: O (water), C(C)OC(C)=O (ethylacetate), CS(=O)C (dimethyl sulfoxide). The product is ClC=1C=CC(=C(C1)C(C(=O)OC)C#N)[N+](=O)[O-] (methyl 2-(5-chloro-2-nitrophenyl)-2-cyanoacetate). Isolated yield 93.0%. Reaction SMILES: C[O-].[Na+].[C:4]([CH2:6][C:7]([O:9][CH3:10])=[O:8])#[N:5].Cl[C:12]1[CH:17]=[C:16]([Cl:18])[CH:15]=[CH:14][C:13]=1[N+:19]([O-:21])=[O:20].Cl>O.C(OC(=O)C)C.CS(C)=O>[Cl:18][C:16]1[CH:15]=[CH:14][C:13]([N+:19]([O-:21])=[O:20])=[C:12]([CH:6]([C:4]#[N:5])[C:7]([O:9][CH3:10])=[O:8])[CH:17]=1 |f:0.1|. Procedure details: In a flask made of glass equipped with a stirrer, a thermometer, a reflux condenser and a dropping funnel and having an inner volume of 200 ml were charged 2.79 g (51.6 mmol) of sodium methoxide and 15 ml of dimethyl sulfoxide under argon atmosphere, and then, while stirring at room temperature, 5.16 g (51.6 mmol) of methyl cyanoacetate with a purity of 99% was gradually added dropwise over 5 minutes. Moreover, at room temperature, to the mixture was gradually added dropwise 5.00 g (25.8 mmol) o... Reactants: NNC(=S)N (thiosemicarbazide), C(C)(=O)O (acetic acid), C(C)(=O)NC1=CC(=C(C=O)C=C1)F (4-acetamido-2-fluorobenzaldehyde). Run in O (water), C(C)O (ethanol). Conditions: time 30 minute. Product: C(C)(=O)NC1=CC(=C(C=NNC(=S)N)C=C1)F (4-Acetamido-2-fluorobenzaldehyde thiosemicarbazone). The yield is 23.6%. As a reaction SMILES: [NH2:1][NH:2][C:3]([NH2:5])=[S:4].C(O)(=O)C.[C:10]([NH:13][C:14]1[CH:21]=[CH:20][C:17]([CH:18]=O)=[C:16]([F:22])[CH:15]=1)(=[O:12])[CH3:11]>O.C(O)C>[C:10]([NH:13][C:14]1[CH:21]=[CH:20][C:17]([CH:18]=[N:1][NH:2][C:3]([NH2:5])=[S:4])=[C:16]([F:22])[CH:15]=1)(=[O:12])[CH3:11]. Reported procedure: A solution of 0.182 g (0.002 mole) of thiosemicarbazide (Aldrich T3,340-5) in 6 mL of water containing 0.4 mL of acetic acid was added to a solution of 0.36 g (0.002 mole) 4-acetamido-3-fluorobenzaldehyde (20) in 5 mL of ethanol at 70°. The mixture was stirred at this temperature for 30 minutes. A white precipitate developed in the reaction mixture, which was filtered after cooling down to give 0.22 g (44% crude) of white powder which was recrystallized from methanol and dried, yielding 0.12 g (... The reactants are C1(=CC=CC=C1)NC(NC1=CC=C(C(=O)OCC)C=C1)=O (ethyl 4-(3-phenylureido)benzoate), FC(C(=O)O)(F)F.FC(C(=O)O)(F)F.N1(CCNCC1)CC=1C=C(C(=O)OC)C=CC1 (methyl 3-(piperazin-1-ylmethyl)benzoate bis(2,2,2-trifluoroacetate)), C(C)N(C(C)C)C(C)C (N-ethyl-N-isopropylpropan-2-amine), N1(N=NC2=C1C=CC=C2)O (1H-benzo[d][1,2,3]triazol-1-ol), Cl.C(C)N=C=NCCCN(C)C (1-ethyl-3-(3-dimethylaminopropyl)carbodiimide hydrochloride). The solvent is CN(C=O)C (N,N-dimethylform-amide). Reaction conditions: time 8 hour. The product is C1(=CC=CC=C1)NC(NC1=CC=C(C(=O)N2CCN(CC2)CC=2C=C(C(=O)OC)C=CC2)C=C1)=O (Methyl 3-((4-(4-(3-phenylureido)benzoyl)piperazin-1-yl)methyl)benzoate). Isolated yield 79.9%. Reaction SMILES: [C:1]1([NH:7][C:8](=[O:21])[NH:9][C:10]2[CH:20]=[CH:19][C:13]([C:14]([O:16]CC)=O)=[CH:12][CH:11]=2)[CH:6]=[CH:5][CH:4]=[CH:3][CH:2]=1.FC(F)(F)C(O)=O.FC(F)(F)C(O)=O.[N:36]1([CH2:42][C:43]2[CH:44]=[C:45]([CH:50]=[CH:51][CH:52]=2)[C:46]([O:48][CH3:49])=[O:47])[CH2:41][CH2:40][NH:39][CH2:38][CH2:37]1.C(N(C(C)C)C(C)C)C.N1(O)C2C=CC=CC=2N=N1.Cl.C(N=C=NCCCN(C)C)C>CN(C)C=O>[C:1]1([NH:7][C:8](=[O:21])[NH:9][C:10]2[CH:11]=[CH:12][C:13]([C:14]([N:39]3[CH2:38][CH2:37][N:36]([CH2:42][C:43]4[CH:44]=[C:45]([CH:50]=[CH:51][CH:52]=4)[C:46]([O:48][CH3:49])=[O:47])[CH2:41][CH2:40]3)=[O:16])=[CH:19][CH:20]=2)[CH:2]=[CH:3][CH:4]=[CH:5][CH:6]=1 |f:1.2.3,6.7|. Procedure: To a solution of ethyl 4-(3-phenylureido)benzoate (1.00 g, 3.90 mmol) in N,N-dimethylform-amide (20 mL) was added methyl 3-(piperazin-1-ylmethyl)benzoate bis(2,2,2-trifluoroacetate) (1.25 g, 2.70 mmol), N-ethyl-N-isopropylpropan-2-amine (0.94 mL, 5.40 mmol), 1H-benzo[d][1,2,3]triazol-1-ol (0.40 g, 2.97 mmol, HOBT) and 1-ethyl-3-(3-dimethylaminopropyl)carbodiimide hydrochloride (0.57 g, 2,97 mmol, EDCl). The mixture was stirred overnight at room temperature and then concentrated under vacuum. The... The reactants are BrC1=CC(=C(C=O)C=C1F)F (4-Bromo-2,5-difluorobenzaldehyde), NOS(=O)(=O)O (hydroxylamine-O-sulphonic acid). Run in O (water). The product is BrC1=CC(=C(C#N)C=C1F)F (4-Bromo-2,5-difluorobenzonitrile). The yield is 66.3%. Reaction SMILES: [Br:1][C:2]1[C:9]([F:10])=[CH:8][C:5]([CH:6]=O)=[C:4]([F:11])[CH:3]=1.[NH2:12]OS(O)(=O)=O>O>[Br:1][C:2]1[C:9]([F:10])=[CH:8][C:5]([C:6]#[N:12])=[C:4]([F:11])[CH:3]=1. Procedure: 4-Bromo-2,5-difluorobenzaldehyde (1.82 g, 8.3 mmol) and hydroxylamine-O-sulphonic acid (1.1 eq., 1.03 g) in water (40 ml) were heated to 100° C. for 6 h, cooled and extracted with ethyl acetate. The organic layer was dried (sodium sulphate) and evaporated to give the title compound as a pale yellow solid (1.2 g). Procedure details: Combine 1-(3,4,5-trimethoxybenzyl)-3-(4-fluorophenylmethyl)-3-(3-(t-butyldimethylsilyloxy)propyl)-2-oxopyrrolidine (1.08 mmol) and ammonium fluoride (0.24 g, 6.48 mmol) in methanol (10 mL). Heat to reflux. After 2 hours, cool to ambient temperature and pour the reaction mixture into a brine (30 mL). Extract five times with dichloromethane. Dry the combined organic layers over Na2SO4, filter, and concentrate in vacuo to give a residue. Chromatograph the residue on silica gel eluting with ethyl ac... Reactants: COC=1C=C(CN2C(C(CC2)(CCCO[Si](C)(C)C(C)(C)C)CC2=CC=C(C=C2)F)=O)C=C(C1OC)OC (1-(3,4,5-trimethoxybenzyl)-3-(4-fluorophenylmethyl)-3-(3-(t-butyldimethylsilyloxy)propyl)-2-oxopyrrolidine), C(C)(=O)OCC (ethyl acetate), [F-].[NH4+] (ammonium fluoride). The solvent is CO (methanol), [Cl-].[Na+].O (brine). Conditions: time 2 hour. Reaction SMILES: [CH3:1][O:2][C:3]1[CH:4]=[C:5]([CH:32]=[C:33]([O:37][CH3:38])[C:34]=1[O:35][CH3:36])[CH2:6][N:7]1[CH2:11][CH2:10][C:9]([CH2:23][C:24]2[CH:29]=[CH:28][C:27]([F:30])=[CH:26][CH:25]=2)([CH2:12][CH2:13][CH2:14][O:15][Si](C(C)(C)C)(C)C)[C:8]1=[O:31].[F-].[NH4+].C(OCC)(=O)C>CO.[Cl-].[Na+].O>[CH3:1][O:2][C:3]1[CH:4]=[C:5]([CH:32]=[C:33]([O:37][CH3:38])[C:34]=1[O:35][CH3:36])[CH2:6][N:7]1[CH2:11][CH2:10][C:9]([CH2:23][C:24]2[CH:29]=[CH:28][C:27]([F:30])=[CH:26][CH:25]=2)([CH2:12][CH2:13][CH2:14][OH:15])[C:8]1=[O:31] |f:1.2,5.6.7|. Yields the product COC=1C=C(CN2C(C(CC2)(CCCO)CC2=CC=C(C=C2)F)=O)C=C(C1OC)OC (1-(3,4,5-trimethoxybenzyl)-3-(4-fluorophenylmethyl)-3-(3-hydroxypropyl)-2-oxopyrrolidine).